Dataset: the Open Reaction Database (ORD), a public repository of structured organic reaction records. Task: describe an organic reaction: reactants, conditions, products, and yield Starting materials: O (water), C(CO)O (ethylene glycol), C1(=CC=C(C=C1)S(=O)(=O)O)C (p-toluene sulphonic acid), ClC=1C(=NN(C1OC(F)F)C)N1N=CC(C1)(C#N)C=O (1-(4-chlor-5-difluormethoxy-1-methyl-3-pyrazolyl)-4-formyl-4pyrazol-carbonitrile). The solvent is C1(=CC=CC=C1)C (toluene). Product: ClC=1C(=NN(C1OC(F)F)C)N1N=CC(=C1C1OCCO1)C#N (1-(4-chlor-5-difluormethoxy-1-methyl-3-pyrazolyl)-5-(1,3-dioxolan-2-yl)-4-pyrazol-carbonitrile). As a reaction SMILES: [Cl:1][C:2]1[C:3]([N:12]2[CH2:16][C:15](C=O)([C:17]#[N:18])[CH:14]=[N:13]2)=[N:4][N:5]([CH3:11])[C:6]=1[O:7][CH:8]([F:10])[F:9].[CH2:21]([OH:24])[CH2:22][OH:23].[C:25]1(C)C=CC(S(O)(=O)=O)=CC=1.O>C1(C)C=CC=CC=1>[Cl:1][C:2]1[C:3]([N:12]2[C:16]([CH:25]3[O:24][CH2:21][CH2:22][O:23]3)=[C:15]([C:17]#[N:18])[CH:14]=[N:13]2)=[N:4][N:5]([CH3:11])[C:6]=1[O:7][CH:8]([F:9])[F:10]. Procedure details: 0.6 g (2.0 mmol) 1-(4-chlor-5-difluormethoxy-1-methyl-3-pyrazolyl)-4-formyl-4pyrazol-carbonitrile is dissolved in 30 ml toluene and 0.14 g (2.2 mmol) ethylene glycol and a catalytic amount of p-toluene sulphonic acid are added. The mixture is heated for 2 hours on the water-separator, the cooled solution is washed with sodium chloride solution, and it is then dried and concentrated.